This data is from the Open Reaction Database (ORD), a public repository of structured organic reaction records. The task is: describe an organic reaction: reactants, conditions, products, and yield Reactants: CCOC(=O)C(C)(Cc1ccccc1)Sc1ccc(OC)cc1, CO, [Na+], [OH-]. Product: COc1ccc(SC(C)(Cc2ccccc2)C(=O)O)cc1. RXN SMILES: [CH2:1]([CH3:2])[O:3][C:4]([C:5]([CH2:6][c:7]1[cH:8][cH:9][cH:10][cH:11][cH:12]1)([CH3:13])[S:14][c:15]1[cH:16][cH:17][c:18]([O:21][CH3:22])[cH:19][cH:20]1)=[O:23].[CH3:26][OH:27].[Na+:25].[OH-:24]>>[O:3]=[C:4]([C:5]([CH2:6][c:7]1[cH:8][cH:9][cH:10][cH:11][cH:12]1)([CH3:13])[S:14][c:15]1[cH:16][cH:17][c:18]([O:21][CH3:22])[cH:19][cH:20]1)[OH:23]. Starting materials: C(C)OC(C(C(=O)OCC)=CNC=1C(=NC(=CC1)C)C)=O (2-[(2,6-Dimethyl-pyridin-3-ylamino)-methylene]-malonic acid diethyl ester), C1(=CC=CC=C1)OC1=CC=CC=C1 (diphenyl ether). Reaction conditions: temperature 260 celsius. Yields the product C(C)OC(=O)C1=CNC2=C(N=C(C=C2C1=O)C)C (6,8-Dimethyl-4-oxo-1,4-dihydro-[1,7]naphthyridine-3-carboxylic acid ethyl ester). The yield is 36.0%. As a reaction SMILES: C(O[C:4](=[O:21])[C:5](=[CH:11][NH:12][C:13]1[C:14]([CH3:20])=[N:15][C:16]([CH3:19])=[CH:17][CH:18]=1)[C:6]([O:8][CH2:9][CH3:10])=[O:7])C.C1(OC2C=CC=CC=2)C=CC=CC=1>>[CH2:9]([O:8][C:6]([C:5]1[C:4](=[O:21])[C:18]2[C:13](=[C:14]([CH3:20])[N:15]=[C:16]([CH3:19])[CH:17]=2)[NH:12][CH:11]=1)=[O:7])[CH3:10]. Procedure: 2-[(2,6-Dimethyl-pyridin-3-ylamino)-methylene]-malonic acid diethyl ester, prepared in step (i) and diphenyl ether (DPE) were placed in a round bottom flask and this mixture was heated to 260° C. for 1 h. The reaction was then cooled to RT and the content was purified by column chromatography over 100-200 mesh silica gel, eluted with 8% methanol in chloroform, to give the product as a brown solid (36%). Solvent: C(Cl)Cl (DCM). Yields the product C(C)(C)(C)NC1=NC=CC=C1NC(C1=C(C(=CC=C1)F)F)=O (N-(2-(tert-butylamino)pyridin-3-yl)-2,3-difluorobenzamide). Starting materials: C(C)(C)(C)NC1=NC=CC=C1N (N2-tert-butylpyridine-2,3-diamine), CCN(C(C)C)C(C)C (DIEA), FC1=C(C(=O)Cl)C=CC=C1F (2,3-difluorobenzoyl chloride). Procedure details: To a solution of N2-tert-butylpyridine-2,3-diamine in dry DCM (150 mL) was added DIEA (17 mL, 95.5 mmol). The solution was cooled to 0° C. and carefully added 2,3-difluorobenzoyl chloride (8.35 g, 47.30 mmol). The reaction was allowed to warm up to RT and stirred for 1 hr. The mixture was then washed with water, saturated NaHCO3, and dried over MgSO4. Removal of the solvent by evaporation, the residue was purified by silica gel chromatography (5%-60% EtOAc/hexane) to yield N-(2-(tert-butylamino)... Conditions: temperature 0 celsius, time 1 hour. Reaction SMILES: [C:1]([NH:5][C:6]1[C:11]([NH2:12])=[CH:10][CH:9]=[CH:8][N:7]=1)([CH3:4])([CH3:3])[CH3:2].CCN(C(C)C)C(C)C.[F:22][C:23]1[C:31]([F:32])=[CH:30][CH:29]=[CH:28][C:24]=1[C:25](Cl)=[O:26]>C(Cl)Cl>[C:1]([NH:5][C:6]1[C:11]([NH:12][C:25](=[O:26])[C:24]2[CH:28]=[CH:29][CH:30]=[C:31]([F:32])[C:23]=2[F:22])=[CH:10][CH:9]=[CH:8][N:7]=1)([CH3:4])([CH3:2])[CH3:3]. The reactants are [Li]CCCC, C1CCOC1, C#CC(C)(C)OC1CCCCO1, CCOC(=O)Cl. RXN SMILES: [CH2:13]([Li:14])[CH2:15][CH2:16][CH3:17].[CH2:24]1[O:25][CH2:26][CH2:27][CH2:28]1.[CH3:1][C:2]([C:3]#[CH:4])([O:5][CH:6]1[O:7][CH2:8][CH2:9][CH2:10][CH2:11]1)[CH3:12].[Cl:18][C:19](=[O:20])[O:21][CH2:22][CH3:23]>>[CH3:1][C:2]([C:3]#[C:4][C:19](=[O:20])[O:21][CH2:22][CH3:23])([O:5][CH:6]1[O:7][CH2:8][CH2:9][CH2:10][CH2:11]1)[CH3:12]. The product is CCOC(=O)C#CC(C)(C)OC1CCCCO1.